This data is from the Open Reaction Database (ORD), a public repository of structured organic reaction records. The task is: describe an organic reaction: reactants, conditions, products, and yield Reactants: OCCCOCc1ccccc1, C(=NC1CCCCC1)=NC1CCCCC1, CN(C)c1ccncc1, ClCCl, O=C(O)c1cc2ccc3c(c2c(-c2ccc4c(c2)OCO4)c1COCc1ccccc1)OCO3. Product: O=C(OCCCOCc1ccccc1)c1cc2ccc3c(c2c(-c2ccc4c(c2)OCO4)c1COCc1ccccc1)OCO3. Reaction SMILES: [CH2:35]([c:36]1[cH:37][cH:38][cH:39][cH:40][cH:41]1)[O:42][CH2:43][CH2:44][CH2:45][OH:46].[CH2:47]1[CH2:48][CH2:49][CH:50]([N:51]=[C:52]=[N:53][CH:54]2[CH2:55][CH2:56][CH2:57][CH2:58][CH2:59]2)[CH2:60][CH2:61]1.[CH3:65][N:66]([CH3:67])[c:68]1[cH:69][cH:70][n:71][cH:72][cH:73]1.[Cl:62][CH2:63][Cl:64].[O:1]1[CH2:2][O:3][c:4]2[c:5]1[cH:6][cH:7][c:8](-[c:10]1[c:11]([CH2:26][O:27][CH2:28][c:29]3[cH:30][cH:31][cH:32][cH:33][cH:34]3)[c:12]([C:23](=[O:24])[OH:25])[cH:13][c:14]3[cH:15][cH:16][c:17]4[c:18]([c:22]13)[O:19][CH2:20][O:21]4)[cH:9]2>>[O:1]1[CH2:2][O:3][c:4]2[c:5]1[cH:6][cH:7][c:8](-[c:10]1[c:11]([CH2:26][O:27][CH2:28][c:29]3[cH:30][cH:31][cH:32][cH:33][cH:34]3)[c:12]([C:23]([O:24][CH2:45][CH2:44][CH2:43][O:42][CH2:35][c:36]3[cH:37][cH:38][cH:39][cH:40][cH:41]3)=[O:25])[cH:13][c:14]3[cH:15][cH:16][c:17]4[c:18]([c:22]13)[O:19][CH2:20][O:21]4)[cH:9]2.